This data is from the Open Reaction Database (ORD), a public repository of structured organic reaction records. The task is: describe an organic reaction: reactants, conditions, products, and yield The reactants are COC(C)(C)C, C#CCOc1nc(Cl)c(C(F)(F)F)cc1Cl, [F-], [K+], C1COCCOCCOCCOCCOCCO1, O=S1(=O)CCCC1. Product: C#CCOc1nc(F)c(C(F)(F)F)cc1Cl. RXN SMILES: [CH3:44][O:45][C:46]([CH3:47])([CH3:48])[CH3:49].[Cl:1][c:2]1[n:3][c:4]([O:13][CH2:14][C:15]#[CH:16])[c:5]([Cl:12])[cH:6][c:7]1[C:8]([F:9])([F:10])[F:11].[F-:35].[K+:36].[O:17]1[CH2:18][CH2:19][O:20][CH2:21][CH2:22][O:23][CH2:24][CH2:25][O:26][CH2:27][CH2:28][O:29][CH2:30][CH2:31][O:32][CH2:33][CH2:34]1.[S:37]1(=[O:42])(=[O:43])[CH2:38][CH2:39][CH2:40][CH2:41]1>>[c:2]1([F:35])[n:3][c:4]([O:13][CH2:14][C:15]#[CH:16])[c:5]([Cl:12])[cH:6][c:7]1[C:8]([F:9])([F:10])[F:11]. Reactants: 8-Ethano-1-(p-hydroxybenzyl)-2-methyl- 1,2,3,4,5,6,7,8-octahydroisoquinoline, [OH-].[NH4+] (ammonium hydroxide), ClCCl (dichloromethane), B(Br)(Br)Br (Boron tribromide), CN1C(C2CCCCC2CC1)CC1=CC=C(C=C1)OC (2-methyl-1-p-methoxybenzyloctahydroisoquinoline), ClCCl (dichloromethane). Run at temperature -75 celsius, time 12 hour. The product is COC1=CC=C(C=C1)CC(=O)Cl (p-Methoxyphenylacetyl Chloride). Yield: 29.0%. RXN SMILES: B(Br)(Br)Br.CN1CCC2C(CCCC2)C1[CH2:16][C:17]1[CH:22]=[CH:21][C:20]([O:23][CH3:24])=[CH:19][CH:18]=1.[OH-:25].[NH4+].Cl[CH2:28][Cl:29]>>[CH3:24][O:23][C:20]1[CH:21]=[CH:22][C:17]([CH2:16][C:28]([Cl:29])=[O:25])=[CH:18][CH:19]=1 |f:2.3|. Reported procedure: 8-Ethano-1-(p-hydroxybenzyl)-2-methyl- 1,2,3,4,5,6,7,8-octahydroisoquinoline (10). A 100 mL three-necked flask was dried for 24 h at 210° C. While cooling under a stream of dry nitrogen, the flask was immersed in an ethanol/dry ice bath and cooled to -75° C. Boron tribromide (300 μl, 3.16 mmole) was introduced, followed by 10 ml of dry dichloromethane. Purified 9 (224 mg, 0.754 mmole), as the base, in 30 ml of dry dichloromethane was added in a dropwise fashion. Thirty minutes after the addition... Starting materials: C1(=CC=CC=C1)P(C1=CC=CC=C1)C1=CC=CC=C1 (triphenylphosphine), ClC[Si](Cl)(Cl)Cl ((chloromethyl)trichlorosilane), Cl[SiH](Cl)Cl (trichlorosilane). Product: Cl[Si](C[Si](Cl)(Cl)Cl)(Cl)Cl (1,1,1,3,3,3-hexachloro-1,3-disilapropane), Cl[Si](C[SiH](Cl)Cl)(Cl)Cl (1,1,1,3,3-pentachloro-1,3-disilapropane). The yield is 16.0%. RXN SMILES: C1(P(C2C=CC=CC=2)C2C=CC=CC=2)C=CC=CC=1.Cl[CH2:21][Si:22]([Cl:25])([Cl:24])[Cl:23].[Cl:26][SiH:27]([Cl:29])[Cl:28]>>[Cl:23][Si:22]([Cl:25])([Cl:24])[CH2:21][Si:27]([Cl:29])([Cl:28])[Cl:26].[Cl:23][Si:22]([Cl:25])([Cl:24])[CH2:21][SiH:27]([Cl:28])[Cl:26]. Procedure: In the same apparatus and procedure as Example 1 above, 0.20 g (0.75 mmol) of triphenylphosphine, 0.92 g (7.5 mmol) of (chloromethyl)trichlorosilane, and 5.08 g (37.5 mmol) of trichlorosilane were reacted at 150° C. for 42 hrs. The resulting mixture was distilled to give 1.1 g of 1,1,1,3,3,3-hexachloro-1,3-disilapropane (bp; 173-174° C., yield; 50%) and 0.3 g of 1,1,1,3,3-pentachloro-1,3-disilapropane (bp; 166-167° C., yield; 16%). Reactants: CN1C(=O)NC(=O)C1 (1-methylhydantoin), C(C=C)#N (acrylonitrile), [OH-].[Na+] (sodium hydroxide). Reagents/catalysts: Cl (hydrochloric acid). Run at time 48 minute. Product: CN1C(N(CC1=O)CCC#N)=O (3-(3-methyl-2,4-dioxoimidazolidin-1-yl)propionitrile). Yield: 74.3%. RXN SMILES: [CH3:1][N:2]1[CH2:8][C:6](=O)[NH:5][C:3]1=[O:4].[C:9](#[N:12])[CH:10]=[CH2:11].[OH-:13].[Na+]>Cl>[CH3:1][N:2]1[C:8](=[O:13])[CH2:6][N:5]([CH2:11][CH2:10][C:9]#[N:12])[C:3]1=[O:4] |f:2.3|. Reported procedure: 87.0 g (0.762 mol) of 1-methylhydantoin and 48.55 g (0.915 mol) of acrylonitrile are introduced into an apparatus at an internal temperature of 67° C., and 8 ml of 1 molar sodium hydroxide solution are added dropwise over the course of 12 minutes, during which an exothermic reaction occurs and the temperature rises to 75° C. The reaction mixture is then stirred for 1 hour and 48 minutes at 75° C.-103° C. and then neutralized with 0.92 g of 32% hydrochloric acid. The reaction product is purified ...